From a dataset of the Open Reaction Database (ORD), a public repository of structured organic reaction records. describe an organic reaction: reactants, conditions, products, and yield Reactants: CC(C)OC(=O)/N=N/C(=O)OC(C)C (DIAD), ClC=1C2=C(N=CN1)NC=C2I (4-chloro-5-iodo-7H-pyrrolo[2,3-d]pyrimidine), C(=O)(OC(C)(C)C)N1CC(C1)O (N-Boc-3-hydroxyazetidine), C1(=CC=CC=C1)P(C1=CC=CC=C1)C1=CC=CC=C1 (triphenylphosphine). The solvent is O1CCCC1 (tetrahydrofuran). Conditions: time 1 hour. Product: ClC=1C2=C(N=CN1)N(C=C2I)C2CN(C2)C(=O)OC(C)(C)C (tert-butyl 3-(4-chloro-5-iodo-7H-pyrrolo[2,3-d]pyrimidin-7-yl)azetidine-1-carboxylate). The yield is 68.8%. As a reaction SMILES: CC(OC(/N=N/C(OC(C)C)=O)=O)C.[Cl:15][C:16]1[C:17]2[C:24]([I:25])=[CH:23][NH:22][C:18]=2[N:19]=[CH:20][N:21]=1.[C:26]([N:33]1[CH2:36][CH:35](O)[CH2:34]1)([O:28][C:29]([CH3:32])([CH3:31])[CH3:30])=[O:27].C1(P(C2C=CC=CC=2)C2C=CC=CC=2)C=CC=CC=1>O1CCCC1>[Cl:15][C:16]1[C:17]2[C:24]([I:25])=[CH:23][N:22]([CH:35]3[CH2:34][N:33]([C:26]([O:28][C:29]([CH3:32])([CH3:31])[CH3:30])=[O:27])[CH2:36]3)[C:18]=2[N:19]=[CH:20][N:21]=1. Procedure details: DIAD (1.41 ml) was added to a solution of 4-chloro-5-iodo-7H-pyrrolo[2,3-d]pyrimidine (1.00 g), N-Boc-3-hydroxyazetidine (930 mg), and triphenylphosphine (1.85 g) in tetrahydrofuran (40 ml), and the reaction mixture was stirred for 1 hour. After concentrating, the reaction mixture was washed with ethyl acetate to obtain the title compound as a white solid (1.07 g). Physical properties: m/z [M+H]+ 435.0 Reactants: C=CC(=O)OC(C)(C)C, CCc1nc(C(=O)N2CCOC3(CCN(CCc4ccc(CCO)cc4)CC3)C2)cs1, C[N+](C)(C)Cc1ccccc1, CC#N, [OH-]. Yields the product CCc1nc(C(=O)N2CCOC3(CCN(CCc4ccc(CCOCCC(=O)OC(C)(C)C)cc4)CC3)C2)cs1. Reaction SMILES: [C:44]([CH:45]=[CH2:46])(=[O:47])[O:48][C:49]([CH3:50])([CH3:51])[CH3:52].[CH2:13]([CH3:14])[c:15]1[s:16][cH:17][c:18]([C:20](=[O:21])[N:22]2[CH2:23][CH2:24][O:25][C:26]3([CH2:27]2)[CH2:28][CH2:29][N:30]([CH2:33][CH2:34][c:35]2[cH:36][cH:37][c:38]([CH2:41][CH2:42][OH:43])[cH:39][cH:40]2)[CH2:31][CH2:32]3)[n:19]1.[CH3:2][N+:3]([CH3:4])([CH3:5])[CH2:6][c:7]1[cH:8][cH:9][cH:10][cH:11][cH:12]1.[CH3:53][C:54]#[N:55].[OH-:1]>>[CH2:13]([CH3:14])[c:15]1[s:16][cH:17][c:18]([C:20](=[O:21])[N:22]2[CH2:23][CH2:24][O:25][C:26]3([CH2:27]2)[CH2:28][CH2:29][N:30]([CH2:33][CH2:34][c:35]2[cH:36][cH:37][c:38]([CH2:41][CH2:42][O:43][CH2:46][CH2:45][C:44](=[O:47])[O:48][C:49]([CH3:50])([CH3:51])[CH3:52])[cH:39][cH:40]2)[CH2:31][CH2:32]3)[n:19]1. Reactants: BrCC#CC(CC)(OC1OCCCC1)CC (1-Bromo-4-ethyl-4-(tetrahydro-4H-pyran-2-yloxy)hex-2-yne), P(OCC)(OCC)OCC (triethyl phosphite). Run at temperature 130 celsius. Product: C(C)C(C#CCP(OCC)(OCC)=O)(CC)OC1OCCCC1 (Diethyl 4-ethyl-4-(tetrahydro-4H-pyran-2-yloxy)hex-2-yn-1-ylphosphonate). RXN SMILES: Br[CH2:2][C:3]#[C:4][C:5]([CH2:15][CH3:16])([O:8][CH:9]1[CH2:14][CH2:13][CH2:12][CH2:11][O:10]1)[CH2:6][CH3:7].[P:17]([O:24]CC)([O:21][CH2:22][CH3:23])[O:18][CH2:19][CH3:20]>>[CH2:6]([C:5]([O:8][CH:9]1[CH2:14][CH2:13][CH2:12][CH2:11][O:10]1)([CH2:15][CH3:16])[C:4]#[C:3][CH2:2][P:17](=[O:24])([O:21][CH2:22][CH3:23])[O:18][CH2:19][CH3:20])[CH3:7]. Reported procedure: A mixture of Compound 403 (2.0 g) and triethyl phosphite (4.2 ml) was heated to 130° C. for 1.5 h. Excess triethyl phosphite was removed in vacuo (oil pump) for 2 h to give the title compound (2.2 g). 1H NMR: 0.96 (m, 6H), 1.35 (t, 6H), 1.45-1.95 (m, 10H), 2.81 (d, J=21.7 Hz, 2H), 3.50 (m, 1H), 3.93 (m, 1H), 4.18 (m, 4H), 5.05 (m, 1H). Starting materials: CCCCP(=O)(O)CCC(=O)O, Cc1ccccc1, O, OCCO. The product is CCCCP(=O)(O)CCC(=O)OCCO. Reaction SMILES: [CH2:1]([CH2:2][CH2:3][CH3:4])[P:5](=[O:6])([CH2:7][CH2:8][C:9](=[O:10])[OH:11])[OH:12].[CH3:18][c:19]1[cH:20][cH:21][cH:22][cH:23][cH:24]1.[OH2:17].[OH:13][CH2:14][CH2:15][OH:16]>>[CH2:1]([CH2:2][CH2:3][CH3:4])[P:5](=[O:6])([CH2:7][CH2:8][C:9](=[O:10])[O:11][CH2:15][CH2:14][OH:13])[OH:12]. Reactants: Br.NC=1C(N(C=CC1)OCC1=CC=CC=C1)=O (3-amino-1-benzyloxy-1H-pyridin-2-one hydrogen bromide salt), ClC1=CC=C(C=C1)C1=CC=C(C=C1)S(=O)(=O)Cl (4′-chloro-biphenyl-4-sulfonyl chloride). The product is C(C1=CC=CC=C1)ON1C(C(=CC=C1)NS(=O)(=O)C1=CC=C(C=C1)C1=CC=C(C=C1)Cl)=O (4′-Chloro-biphenyl-4-sulfonic acid (1-benzyloxy-2-oxo-1,2-dihydro-pyridin-3-yl)-amide). RXN SMILES: Br.[NH2:2][C:3]1[C:4](=[O:17])[N:5]([O:9][CH2:10][C:11]2[CH:16]=[CH:15][CH:14]=[CH:13][CH:12]=2)[CH:6]=[CH:7][CH:8]=1.[Cl:18][C:19]1[CH:24]=[CH:23][C:22]([C:25]2[CH:30]=[CH:29][C:28]([S:31](Cl)(=[O:33])=[O:32])=[CH:27][CH:26]=2)=[CH:21][CH:20]=1>>[CH2:10]([O:9][N:5]1[CH:6]=[CH:7][CH:8]=[C:3]([NH:2][S:31]([C:28]2[CH:27]=[CH:26][C:25]([C:22]3[CH:23]=[CH:24][C:19]([Cl:18])=[CH:20][CH:21]=3)=[CH:30][CH:29]=2)(=[O:32])=[O:33])[C:4]1=[O:17])[C:11]1[CH:16]=[CH:15][CH:14]=[CH:13][CH:12]=1 |f:0.1|. Procedure: The titled compound was prepared from 3-amino-1-benzyloxy-1H-pyridin-2-one hydrogen bromide salt from Step E and 4′-chloro-biphenyl-4-sulfonyl chloride according to the procedure described in Example 32 Step A. MS 467 (M+H)+.